Dataset: the Open Reaction Database (ORD), a public repository of structured organic reaction records. Task: describe an organic reaction: reactants, conditions, products, and yield Reactants: OO (H2O2), C(CCC)(=O)NC1=C(C=CC(=C1)SC1=CC=CC=C1)NC(=NC(=O)OC)NC(=O)OC (N-(2-butyramido-4-phenylthiophenyl)-N',N"-bis-methoxycarbonyl-guanidine), C(C)(=O)OC(C)=O (acetic acid anhydride). The product is C(CCC)(=O)NC1=C(C=CC(=C1)S(=O)C1=CC=CC=C1)N(C(=N)NC(=O)OC)C(=O)OC (N-(2-butyramido-4-phenylsulphinylphenyl)-N,N'-bis-methoxycarbonyl-guanidine). RXN SMILES: [OH:1]O.[C:3]([NH:8][C:9]1[CH:14]=[C:13]([S:15][C:16]2[CH:21]=[CH:20][CH:19]=[CH:18][CH:17]=2)[CH:12]=[CH:11][C:10]=1[NH:22][C:23]([NH:29][C:30]([O:32][CH3:33])=[O:31])=[N:24]C(OC)=O)(=[O:7])[CH2:4][CH2:5][CH3:6].[C:34]([O:37][C:38](=O)C)(=[O:36])C>>[C:3]([NH:8][C:9]1[CH:14]=[C:13]([S:15]([C:16]2[CH:21]=[CH:20][CH:19]=[CH:18][CH:17]=2)=[O:1])[CH:12]=[CH:11][C:10]=1[N:22]([C:34]([O:37][CH3:38])=[O:36])[C:23]([NH:29][C:30]([O:32][CH3:33])=[O:31])=[NH:24])(=[O:7])[CH2:4][CH2:5][CH3:6]. Procedure details: 2.3 ml of H2O2 (30%) are added dropwise to a solution of 8.9 g of N-(2-butyramido-4-phenylthiophenyl)-N',N"-bis-methoxycarbonyl-guanidine (m.p. 155° C, Example 4) in 1.4 1 of acetic acid anhydride. After 10 hours the batch is concentrated in vacuo, a mixture of ethyl acetate and petroleum ether added to the residue and filtered. 8.5 g of N-(2-butyramido-4-phenylsulphinylphenyl)-N,N'-bis-methoxycarbonyl-guanidine are obtained with a m.p. of 186° C (decomp.), (redissolved from methanol/ethyl aceta... Yields the product Cc1ccc(S(=O)(=O)n2ccc3c2ncc2nnc(C4CCC(NS(=O)(=O)CCCCl)C4)n23)cc1. Starting materials: O=S(=O)(Cl)CCCCl, ClCCl, Cl, O=C(O)CC(O)(CC(=O)O)C(=O)O, Cc1ccc(S(=O)(=O)n2ccc3c2ncc2nnc(C4CCC(N)C4)n23)cc1. RXN SMILES: [Cl:30][CH2:31][CH2:32][CH2:33][S:34](=[O:35])(=[O:36])[Cl:37].[Cl:38][CH2:39][Cl:40].[ClH:1].[OH:41][C:42]([CH2:43][C:44]([C:45](=[O:46])[OH:47])([CH2:48][C:49](=[O:50])[OH:51])[OH:52])=[O:53].[S:2](=[O:3])(=[O:4])([c:5]1[cH:6][cH:7][c:8]([CH3:9])[cH:10][cH:11]1)[n:12]1[cH:13][cH:14][c:15]2[c:16]1[n:17][cH:18][c:19]1[n:20]2[c:21]([CH:24]2[CH2:25][CH:26]([NH2:29])[CH2:27][CH2:28]2)[n:22][n:23]1>>[S:2](=[O:3])(=[O:4])([c:5]1[cH:6][cH:7][c:8]([CH3:9])[cH:10][cH:11]1)[n:12]1[cH:13][cH:14][c:15]2[c:16]1[n:17][cH:18][c:19]1[n:20]2[c:21]([CH:24]2[CH2:25][CH:26]([NH:29][S:34]([CH2:33][CH2:32][CH2:31][Cl:30])(=[O:35])=[O:36])[CH2:27][CH2:28]2)[n:22][n:23]1. Reactants: CC#N, Cl[Cu]Cl, Cl, CC(C)(C)ON=O, Cc1cc(=O)c2c(N)ccc(C)c2o1. Product: Cc1cc(=O)c2c(Cl)ccc(C)c2o1. Reaction SMILES: [CH3:23][C:24]#[N:25].[Cl:26][Cu:27][Cl:28].[ClH:22].[N:1]([O:2][C:3]([CH3:4])([CH3:5])[CH3:6])=[O:7].[NH2:8][c:9]1[c:10]2[c:11](=[O:21])[cH:12][c:13]([CH3:20])[o:14][c:15]2[c:16]([CH3:19])[cH:17][cH:18]1>>[c:9]1([Cl:22])[c:10]2[c:11](=[O:21])[cH:12][c:13]([CH3:20])[o:14][c:15]2[c:16]([CH3:19])[cH:17][cH:18]1. Reactants: Brc1ccc(-c2cccnc2)cc1, CN(C)C=O, C=CC1(O)CN2CCC1CC2, [Cu]I, Cl[Pd]Cl, c1ccc(P(c2ccccc2)c2ccccc2)cc1, c1ccc(P(c2ccccc2)c2ccccc2)cc1. Product: OC1(C=Cc2ccc(-c3cccnc3)cc2)CN2CCC1CC2. As a reaction SMILES: [Br:12][c:13]1[cH:14][cH:15][c:16](-[c:19]2[cH:20][n:21][cH:22][cH:23][cH:24]2)[cH:17][cH:18]1.[CH3:68][N:69]([CH3:70])[CH:71]=[O:72].[CH:1](=[CH2:2])[C:3]1([OH:11])[CH2:4][N:5]2[CH2:6][CH2:7][CH:8]1[CH2:9][CH2:10]2.[Cu:66][I:67].[Pd:25]([Cl:26])[Cl:27].[c:28]1([P:29]([c:30]2[cH:31][cH:32][cH:33][cH:34][cH:35]2)[c:36]2[cH:37][cH:38][cH:39][cH:40][cH:41]2)[cH:42][cH:43][cH:44][cH:45][cH:46]1.[c:47]1([P:48]([c:49]2[cH:50][cH:51][cH:52][cH:53][cH:54]2)[c:55]2[cH:56][cH:57][cH:58][cH:59][cH:60]2)[cH:61][cH:62][cH:63][cH:64][cH:65]1>>[CH:1](=[CH:2][c:13]1[cH:14][cH:15][c:16](-[c:19]2[cH:20][n:21][cH:22][cH:23][cH:24]2)[cH:17][cH:18]1)[C:3]1([OH:11])[CH2:4][N:5]2[CH2:6][CH2:7][CH:8]1[CH2:9][CH2:10]2. The reactants are ClC(Cl)(Cl)Cl, OCCc1ccc2c(c1)OCO2, BrP(Br)Br. The product is BrCCc1ccc2c(c1)OCO2. As a reaction SMILES: [C:17]([Cl:18])([Cl:19])([Cl:20])[Cl:21].[CH2:5]1[O:6][c:7]2[cH:8][c:9]([CH2:10][CH2:11][OH:12])[cH:13][cH:14][c:15]2[O:16]1.[P:1]([Br:2])([Br:3])[Br:4]>>[Br:2][CH2:11][CH2:10][c:9]1[cH:8][c:7]2[c:15]([cH:14][cH:13]1)[O:16][CH2:5][O:6]2.